From a dataset of the Open Reaction Database (ORD), a public repository of structured organic reaction records. describe an organic reaction: reactants, conditions, products, and yield Starting materials: COC(=O)Cl, ClCCl, CC(=O)N(c1ccc(Cl)cc1)C1CC(C)N(C(=O)c2ccc(OCCCN)cc2)c2ccccc21. Product: COC(=O)NCCCOc1ccc(C(=O)N2c3ccccc3C(N(C(C)=O)c3ccc(Cl)cc3)CC2C)cc1. RXN SMILES: [Cl:36][C:37](=[O:38])[O:39][CH3:40].[Cl:41][CH2:42][Cl:43].[NH2:1][CH2:2][CH2:3][CH2:4][O:5][c:6]1[cH:7][cH:8][c:9]([C:10](=[O:11])[N:12]2[CH:13]([CH3:33])[CH2:14][CH:15]([N:22]([C:23]([CH3:24])=[O:25])[c:26]3[cH:27][cH:28][c:29]([Cl:32])[cH:30][cH:31]3)[c:16]3[cH:17][cH:18][cH:19][cH:20][c:21]32)[cH:34][cH:35]1>>[NH:1]([CH2:2][CH2:3][CH2:4][O:5][c:6]1[cH:7][cH:8][c:9]([C:10](=[O:11])[N:12]2[CH:13]([CH3:33])[CH2:14][CH:15]([N:22]([C:23]([CH3:24])=[O:25])[c:26]3[cH:27][cH:28][c:29]([Cl:32])[cH:30][cH:31]3)[c:16]3[cH:17][cH:18][cH:19][cH:20][c:21]32)[cH:34][cH:35]1)[C:37](=[O:38])[O:39][CH3:40]. Starting materials: FC(C1=CC=C(CBr)C=C1)(F)F (4-trifluoromethylbenzyl bromide), C(=O)=O (dry ice), [Cl-].[NH3+]CC=1C=C(CC2(OCCC2)C(=O)OC)C=CC1 (methyl 2-[3-(ammoniomethyl)benzyl]tetrahydro-2-furancarboxylate chloride), C([O-])([O-])=O.[Cs+].[Cs+] (cesium carbonate), C(=O)=O (dry ice). The reagents and catalysts are [I-].C(CCC)[N+](CCCC)(CCCC)CCCC (tetrabutylammonium iodide). The solvent is O (water), C(C)(=O)OCC (ethyl acetate), CN(C=O)C (N,N-dimethylformamide). Run at time 30 minute. Yields the product FC(C1=CC=C(COC(=O)NCC=2C=C(CC3(OCCC3)C(=O)O)C=CC2)C=C1)(F)F (2-(3-{[({[4-(Trifluoromethyl)benzyl]oxy}carbonyl)amino]-methyl}benzyl)tetrahydro-2-furancarboxylic acid). RXN SMILES: [Cl-].[NH3+:2][CH2:3][C:4]1[CH:5]=[C:6]([CH:17]=[CH:18][CH:19]=1)[CH2:7][C:8]1([C:13]([O:15]C)=[O:14])[CH2:12][CH2:11][CH2:10][O:9]1.[C:20](=[O:23])([O-])[O-:21].[Cs+].[Cs+].C(=O)=O.[F:29][C:30]([F:40])([F:39])[C:31]1[CH:38]=[CH:37][C:34]([CH2:35]Br)=[CH:33][CH:32]=1>CN(C)C=O.[I-].C([N+](CCCC)(CCCC)CCCC)CCC.O.C(OCC)(=O)C>[F:29][C:30]([F:39])([F:40])[C:31]1[CH:38]=[CH:37][C:34]([CH2:35][O:21][C:20]([NH:2][CH2:3][C:4]2[CH:5]=[C:6]([CH:17]=[CH:18][CH:19]=2)[CH2:7][C:8]2([C:13]([OH:15])=[O:14])[CH2:12][CH2:11][CH2:10][O:9]2)=[O:23])=[CH:33][CH:32]=1 |f:0.1,2.3.4,8.9|. Reported procedure: To a solution of 0.020 g of methyl 2-[3-(ammoniomethyl)benzyl]tetrahydro-2-furancarboxylate chloride in 0.5 ml of N,N-dimethylformamide were added 0.064 g of cesium carbonate and 0.046 g of tetrabutylammonium iodide, and dry ice was added thereto little by little over 30 minutes with stirring. 30 μl of 4-trifluoromethylbenzyl bromide was added, and the mixture was stirred for a further 4 hours while adding dry ice. 2 ml of ethyl acetate and 2 ml of water were added, and the organic layer was con... Starting materials: saturated solution, [F-].[K+] (KF), C(C=C)[Sn](CCCC)(CCCC)CCCC (allyl tri-n-butylstannane), IC1=CC=C(C#N)C=C1 (4-iodo-benzonitrile). Reagents/catalysts: C=1C=CC(=CC1)[P](C=2C=CC=CC2)(C=3C=CC=CC3)[Pd]([P](C=4C=CC=CC4)(C=5C=CC=CC5)C=6C=CC=CC6)([P](C=7C=CC=CC7)(C=8C=CC=CC8)C=9C=CC=CC9)[P](C=1C=CC=CC1)(C=1C=CC=CC1)C=1C=CC=CC1 (tetrakis(triphenylphosphine)palladium(0)), [Cu]I (copper (I) iodide). Run in C(C)OCC (diethyl ether), O1CCOCC1 (1,4-dioxane). Conditions: time 2 hour. Yields the product C(C=C)C1=CC=C(C#N)C=C1 (4-allylbenzonitrile). Yield: 70.9%. As a reaction SMILES: [CH2:1]([Sn](CCCC)(CCCC)CCCC)[CH:2]=[CH2:3].I[C:18]1[CH:25]=[CH:24][C:21]([C:22]#[N:23])=[CH:20][CH:19]=1.[F-].[K+]>O1CCOCC1.C(OCC)C.C1C=CC([P]([Pd]([P](C2C=CC=CC=2)(C2C=CC=CC=2)C2C=CC=CC=2)([P](C2C=CC=CC=2)(C2C=CC=CC=2)C2C=CC=CC=2)[P](C2C=CC=CC=2)(C2C=CC=CC=2)C2C=CC=CC=2)(C2C=CC=CC=2)C2C=CC=CC=2)=CC=1.[Cu]I>[CH2:3]([C:18]1[CH:25]=[CH:24][C:21]([C:22]#[N:23])=[CH:20][CH:19]=1)[CH:2]=[CH2:1] |f:2.3,^1:42,44,63,82|. Reported procedure: Add allyl tri-n-butylstannane (39.3 mmol, 12.18 ml) dropwise to a stirred solution of 4-iodo-benzonitrile (6 g, 26.2 mmol), tetrakis(triphenylphosphine)palladium(0) (1.31 g, 1.5 mmol) and copper (I) iodide (399 mg, 2.09 mmol) in 30 ml of dry 1,4-dioxane under argon atmosphere. Reflux the mixture for 24 hours and then cool to room temperature. Dilute with 40 ml of diethyl ether and add 20 ml of saturated solution of KF and stir for 2 hours. Filter the mixture and wash the organic layer with water... Starting materials: CCOC(=O)C1(C)CCCNC1, CCN(C(C)C)C(C)C, ClCCl, O=C(Cl)C1COc2ccccc2O1. The product is CCOC(=O)C1(C)CCCN(C(=O)C2COc3ccccc3O2)C1. Reaction SMILES: [CH2:14]([CH3:15])[O:16][C:17](=[O:18])[C:19]1([CH3:25])[CH2:20][NH:21][CH2:22][CH2:23][CH2:24]1.[CH:26]([N:27]([CH2:28][CH3:29])[CH:30]([CH3:31])[CH3:32])([CH3:33])[CH3:34].[Cl:35][CH2:36][Cl:37].[O:1]1[CH:2]([C:11](=[O:12])[Cl:13])[CH2:3][O:4][c:5]2[c:6]1[cH:7][cH:8][cH:9][cH:10]2>>[O:1]1[CH:2]([C:11](=[O:12])[N:21]2[CH2:20][C:19]([C:17]([O:16][CH2:14][CH3:15])=[O:18])([CH3:25])[CH2:24][CH2:23][CH2:22]2)[CH2:3][O:4][c:5]2[c:6]1[cH:7][cH:8][cH:9][cH:10]2. The reactants are [N+](=O)([O-])C=1C=CC(=C(C1)O)C(C(F)(F)F)(F)F (5-nitro-2-pentafluoroethyl-phenol), Cl.ClCCN1CCCC1 (1-(2-chloroethyl)pyrrolidine hydrochloride), C(=O)([O-])[O-].[K+].[K+] (K2CO3), CC(=O)C (acetone), C(=O)([O-])[O-].[K+].[K+] (K2CO3). Run in CCOC(=O)C (EtOAc). Conditions: temperature 70 celsius. Product: [N+](=O)([O-])C=1C=CC(=C(OCCN2CCCC2)C1)C(C(F)(F)F)(F)F (1-[2-(5-Nitro-2-pentafluoroethylphenoxy)-ethyl]-pyrrolidine). RXN SMILES: [N+:1]([C:4]1[CH:5]=[CH:6][C:7]([C:11]([F:17])([F:16])[C:12]([F:15])([F:14])[F:13])=[C:8]([OH:10])[CH:9]=1)([O-:3])=[O:2].Cl.Cl[CH2:20][CH2:21][N:22]1[CH2:26][CH2:25][CH2:24][CH2:23]1.C([O-])([O-])=O.[K+].[K+].CC(C)=O>CCOC(C)=O>[N+:1]([C:4]1[CH:5]=[CH:6][C:7]([C:11]([F:16])([F:17])[C:12]([F:13])([F:14])[F:15])=[C:8]([CH:9]=1)[O:10][CH2:20][CH2:21][N:22]1[CH2:26][CH2:25][CH2:24][CH2:23]1)([O-:3])=[O:2] |f:1.2,3.4.5|. Procedure details: A flask was charged with 5-nitro-2-pentafluoroethyl-phenol (3.67 g, 14.2 mmol), 1-(2-chloroethyl)pyrrolidine hydrochloride (9.71 g, 57.1 mmol), K2CO3 (7.9 g, 57.1 mmol), and acetone (20 mL). The reaction was heated at 70° C. for 3 days. The acetone evaporated from the reaction. No reaction was observed, so the organic material was recovered by extraction of water with EtOAc. The organic layer was dried with MgSO4, filtered and concentrated in vacuo. This crude mixture was dissolved in DMF (20 mL... The reactants are CCCCOc1cc2c(cc1C(C)=C(F)C=CC(C)=CC(=O)OCC)C(C(C)C)=CC(C)(C)O2, [Na+], [OH-]. Product: CCCCOc1cc2c(cc1C(C)=C(F)C=CC(C)=CC(=O)O)C(C(C)C)=CC(C)(C)O2. Reaction SMILES: [CH2:1]([CH2:2][CH2:3][CH3:4])[O:5][c:6]1[c:7]([C:21](=[C:22]([CH:23]=[CH:24][C:25](=[CH:26][C:27](=[O:28])[O:29][CH2:30][CH3:31])[CH3:32])[F:33])[CH3:34])[cH:8][c:9]2[c:14]([cH:15]1)[O:13][C:12]([CH3:16])([CH3:17])[CH:11]=[C:10]2[CH:18]([CH3:19])[CH3:20].[Na+:36].[OH-:35]>>[CH2:1]([CH2:2][CH2:3][CH3:4])[O:5][c:6]1[c:7]([C:21](=[C:22]([CH:23]=[CH:24][C:25](=[CH:26][C:27](=[O:28])[OH:29])[CH3:32])[F:33])[CH3:34])[cH:8][c:9]2[c:14]([cH:15]1)[O:13][C:12]([CH3:16])([CH3:17])[CH:11]=[C:10]2[CH:18]([CH3:19])[CH3:20]. Starting materials: CN(C)C=O, CS, CCO, [H-], Nc1ccc2ccc(Cl)nc2n1, [Na+], O. The product is CSc1ccc2ccc(N)nc2n1. RXN SMILES: [CH3:18][N:19]([CH3:20])[CH:21]=[O:22].[CH3:1][SH:2].[CH3:23][CH2:24][OH:25].[H-:3].[NH2:5][c:6]1[n:7][c:8]2[n:9][c:10]([Cl:16])[cH:11][cH:12][c:13]2[cH:14][cH:15]1.[Na+:4].[OH2:17]>>[CH3:1][S:2][c:10]1[n:9][c:8]2[n:7][c:6]([NH2:5])[cH:15][cH:14][c:13]2[cH:12][cH:11]1. Reactants: C(C)(C)(C)OC(C=C)=O (tert-butylacrylate), BrC1=C(C=C(C=C1)C(C1=CC=C(C=C1)O)=C1CCCCCC1)F (4-[(4-Bromo-3-fluorophenyl)(cycloheptylidene)methyl]phenol), C(C)(C)(C)OC(C=C)=O (tert-butylacrylate), CC1=C(C=CC=C1)P(C2=C(C=CC=C2)C)C3=C(C=CC=C3)C (P(o-tolyl)3). The reagents and catalysts are Cl[Pd]([P](C1=CC=CC=C1)(C2=CC=CC=C2)C3=CC=CC=C3)([P](C4=CC=CC=C4)(C5=CC=CC=C5)C6=CC=CC=C6)Cl (dichlorobis(triphenylphosphine)palladium(II)), C(C)(=O)[O-].[Pd+2].C(C)(=O)[O-] (palladium(II) acetate). The solvent is CN(C)C=O (DMF), C(C)N(CC)CC (triethylamine), CC#N (CH3CN), C(C)N(CC)CC (triethylamine). Conditions: temperature 75 celsius. Product: C1(CCCCCC1)=C(C1=CC(=C(C=C1)/C=C/C(=O)OC(C)(C)C)F)C1=CC=C(C=C1)O (1,1-dimethylethyl (2E)-3-{4-[cycloheptylidene(4-hydroxyphenyl)methyl]-2-fluorophenyl}-2-propenoate). As a reaction SMILES: Br[C:2]1[CH:7]=[CH:6][C:5]([C:8](=[C:16]2[CH2:22][CH2:21][CH2:20][CH2:19][CH2:18][CH2:17]2)[C:9]2[CH:14]=[CH:13][C:12]([OH:15])=[CH:11][CH:10]=2)=[CH:4][C:3]=1[F:23].[C:24]([O:28][C:29](=[O:32])[CH:30]=[CH2:31])([CH3:27])([CH3:26])[CH3:25].CC1C=CC=CC=1P(C1C=CC=CC=1C)C1C=CC=CC=1C>C([O-])(=O)C.[Pd+2].C([O-])(=O)C.Cl[Pd](Cl)([P](C1C=CC=CC=1)(C1C=CC=CC=1)C1C=CC=CC=1)[P](C1C=CC=CC=1)(C1C=CC=CC=1)C1C=CC=CC=1.CN(C=O)C.C(N(CC)CC)C.CC#N>[C:16]1(=[C:8]([C:9]2[CH:10]=[CH:11][C:12]([OH:15])=[CH:13][CH:14]=2)[C:5]2[CH:6]=[CH:7][C:2](/[CH:31]=[CH:30]/[C:29]([O:28][C:24]([CH3:27])([CH3:26])[CH3:25])=[O:32])=[C:3]([F:23])[CH:4]=2)[CH2:22][CH2:21][CH2:20][CH2:19][CH2:18][CH2:17]1 |f:3.4.5,^1:66,85|. Reported procedure: To a round-bottomed flask were added 4-[(4-bromo-3-fluorophenyl)(cycloheptylidene)methyl]phenol (187) (0.21 g, 0.56 mmoL), tert-butylacrylate (0.25 mL, 0.22 g, 1.7 mmoL), palladium(II) acetate (0.023 g, 0.10 mmoL), triethylamine (0.22 mL, 0.16 g, 1.6 mmoL), P(o-tolyl)3 (0.071 g, 0.23 mmol) and anhydrous CH3CN (10 mL). The stirred reaction mixture was heated at 75° C. under a nitrogen atmosphere for 15 h. The oil bath was removed and the reaction mixture was allowed to cool at RT. Thin layer chro...